describe an organic reaction: reactants, conditions, products, and yield From a dataset of the Open Reaction Database (ORD), a public repository of structured organic reaction records. Reaction SMILES: [CH3:1][c:2]1[cH:3][cH:4][c:5](-[c:8]2[c:9]([C:13](=[O:14])[Cl:15])[cH:10][n:11][o:12]2)[cH:6][cH:7]1.[Cl:28][CH2:29][Cl:30].[c:16]1([CH:22]2[CH2:23][CH2:24][NH:25][CH2:26][CH2:27]2)[cH:17][cH:18][cH:19][cH:20][cH:21]1>>[CH3:1][c:2]1[cH:3][cH:4][c:5](-[c:8]2[c:9]([C:13](=[O:14])[N:25]3[CH2:24][CH2:23][CH:22]([c:16]4[cH:17][cH:18][cH:19][cH:20][cH:21]4)[CH2:27][CH2:26]3)[cH:10][n:11][o:12]2)[cH:6][cH:7]1. Yields the product Cc1ccc(-c2oncc2C(=O)N2CCC(c3ccccc3)CC2)cc1. Reactants: Cc1ccc(-c2oncc2C(=O)Cl)cc1, ClCCl, c1ccc(C2CCNCC2)cc1. Starting materials: COc1cc(N)cc(OC)c1OC, Cc1ccccc1, O=C(Cl)OC(Cl)(Cl)Cl. Yields the product COc1cc(N=C=O)cc(OC)c1OC. RXN SMILES: [CH3:1][O:2][c:3]1[cH:4][c:5]([NH2:6])[cH:7][c:8]([O:12][CH3:13])[c:9]1[O:10][CH3:11].[CH3:22][c:23]1[cH:24][cH:25][cH:26][cH:27][cH:28]1.[Cl:14][C:15](=[O:16])[O:17][C:18]([Cl:19])([Cl:20])[Cl:21]>>[CH3:1][O:2][c:3]1[cH:4][c:5]([N:6]=[C:15]=[O:16])[cH:7][c:8]([O:12][CH3:13])[c:9]1[O:10][CH3:11].